Dataset: the Open Reaction Database (ORD), a public repository of structured organic reaction records. Task: describe an organic reaction: reactants, conditions, products, and yield Solvent: O1CCCC1 (tetrahydrofuran). The reactants are FC(C(=O)OC(C(F)(F)F)=O)(F)F (Trifluoroacetic anhydride), CON=C(C(=O)NC1[C@@H]2N(C(C(CS2)O)C(=O)O)C1=O)C(CBr)=O (7-(2-methoxyimino-3-oxo-4-bromobutyramido)-3-hydroxycepham-4-carboxylic acid), CO (methanol), resultant solution. Product: CON=C(C(=O)NC1[C@@H]2N(C(=CCS2)C(=O)O)C1=O)C(CBr)=O (7-(2-methoxyimino-3-oxo-4-bromobutyramido)-3-cephem-4-carboxylic acid). Procedure: Trifluoroacetic anhydride (1 ml.), anisole (1 drop) and dimethylformamide (1 drop) were added to a solution of 7-(2-methoxyimino-3-oxo-4-bromobutyramido)-3-hydroxycepham-4-carboxylic acid (syn isomer, 1 g.) in dry tetrahydrofuran (3 ml.) and stirred for 4 hours. After adding methanol (0.3 ml.) into the resultant solution, the solution was stirred for an hour and concentrated in vacuo. The residue was pulverized with diisopropyl ether. The precipitates were collected by filtration and dried over ... Reagents/catalysts: C1(=CC=CC=C1)OC (anisole), CN(C=O)C (dimethylformamide). Isolated yield 85.6%. Run at time 4 hour. RXN SMILES: FC(F)(F)C(OC(=O)C(F)(F)F)=O.[CH3:14][O:15][N:16]=[C:17]([C:34](=[O:37])[CH2:35][Br:36])[C:18]([NH:20][CH:21]1[C:32](=[O:33])[N:23]2[CH:24]([C:29]([OH:31])=[O:30])[CH:25](O)[CH2:26][S:27][C@H:22]12)=[O:19].CO>C1(OC)C=CC=CC=1.CN(C)C=O.O1CCCC1>[CH3:14][O:15][N:16]=[C:17]([C:34](=[O:37])[CH2:35][Br:36])[C:18]([NH:20][CH:21]1[C:32](=[O:33])[N:23]2[C:24]([C:29]([OH:31])=[O:30])=[CH:25][CH2:26][S:27][C@H:22]12)=[O:19].